describe an organic reaction: reactants, conditions, products, and yield From a dataset of the Open Reaction Database (ORD), a public repository of structured organic reaction records. Reactants: BrN1C(CCC1=O)=O (N-Bromosuccinimide), OC1=CC=C2C(C(=C(OC2=C1)C)C1=CC=CC=C1)=O (7-hydroxy-2-methyl-3-phenyl-chromen-4-one), O (water). The yield is 58.9%. Reaction SMILES: [Br:1]N1C(=O)CCC1=O.[OH:9][C:10]1[CH:19]=[C:18]2[C:13]([C:14](=[O:27])[C:15]([C:21]3[CH:26]=[CH:25][CH:24]=[CH:23][CH:22]=3)=[C:16]([CH3:20])[O:17]2)=[CH:12][CH:11]=1.O>CN(C=O)C>[Br:1][C:19]1[C:10]([OH:9])=[CH:11][CH:12]=[C:13]2[C:18]=1[O:17][C:16]([CH3:20])=[C:15]([C:21]1[CH:26]=[CH:25][CH:24]=[CH:23][CH:22]=1)[C:14]2=[O:27]. Yields the product BrC=1C(=CC=C2C(C(=C(OC12)C)C1=CC=CC=C1)=O)O (8-bromo-7-hydroxy-2-methyl-3-phenyl-chromen-4-one). The solvent is CN(C)C=O (DMF). Conditions: time 24 hour. Procedure details: N-Bromosuccinimide (2.0 g, 11.2 mmol) was added to a solution of 7-hydroxy-2-methyl-3-phenyl-chromen-4-one (2.5 g, 10 mmol) in DMF (20 ml) and the solution stirred for ˜24 hrs. to give an orange suspension. The suspension was poured into water (200 ml) to give a pale pink precipitate, solids were removed by filtation and washed with water. Solids were recrystallised from ethanol, to give the 8-bromo-7-hydroxy-2-methyl-3-phenyl-chromen-4-one as an off-white solid (1.95 g) Reactants: CN1C(C2(CC(C1=O)C2)C2=CC=C(C=C2)[N+](=O)[O-])=O (3-methyl-1-(4-nitrophenyl)-3-azabicyclo[3.1.1]heptane-2,4-dione), C(C)(=O)OCC (ethyl acetate). The reagents and catalysts are [Pd] (palladium-on-carbon). Run in COCCO (2-methoxyethanol). Yields the product NC1=CC=C(C=C1)C12C(N(C(C(C1)C2)=O)C)=O (1-(4-aminophenyl)-3-methyl-3-azabicyclo[3.1.1]heptane-2,4-dione). Reaction SMILES: [CH3:1][N:2]1[C:7](=[O:8])[CH:6]2[CH2:9][C:4]([C:10]3[CH:15]=[CH:14][C:13]([N+:16]([O-])=O)=[CH:12][CH:11]=3)([CH2:5]2)[C:3]1=[O:19].C(OCC)(=O)C>COCCO.[Pd]>[NH2:16][C:13]1[CH:12]=[CH:11][C:10]([C:4]23[CH2:5][CH:6]([CH2:9]2)[C:7](=[O:8])[N:2]([CH3:1])[C:3]3=[O:19])=[CH:15][CH:14]=1. Procedure details: In a manner analogous to that described in Example 1a, 6.0 g of 3-methyl-1-(4-nitrophenyl)-3-azabicyclo[3.1.1]heptane-2,4-dione are dissolved in 120 ml of 2-methoxyethanol, hydrogenated in the presence of 0.6 g of 5% palladium-on-carbon and worked up. Melting point 197°-198° (from ethyl acetate) Starting materials: CCOC(=O)c1cc(SCc2ccccc2)c(Cl)c(S(N)(=O)=O)c1, CCO, [Na+], Sc1ccccc1, [S-]c1ccccc1. Yields the product CCOC(=O)c1cc(SCc2ccccc2)c(Sc2ccccc2)c(S(N)(=O)=O)c1. Reaction SMILES: [CH2:1]([c:2]1[cH:3][cH:4][cH:5][cH:6][cH:7]1)[S:8][c:9]1[cH:10][c:11]([C:12](=[O:13])[O:14][CH2:15][CH3:16])[cH:17][c:18]([S:21]([NH2:22])(=[O:23])=[O:24])[c:19]1[Cl:20].[CH3:40][CH2:41][OH:42].[Na+:39].[SH:25][c:26]1[cH:27][cH:28][cH:29][cH:30][cH:31]1.[c:32]1([S-:33])[cH:34][cH:35][cH:36][cH:37][cH:38]1>>[CH2:1]([c:2]1[cH:3][cH:4][cH:5][cH:6][cH:7]1)[S:8][c:9]1[cH:10][c:11]([C:12](=[O:13])[O:14][CH2:15][CH3:16])[cH:17][c:18]([S:21]([NH2:22])(=[O:23])=[O:24])[c:19]1[S:25][c:26]1[cH:27][cH:28][cH:29][cH:30][cH:31]1. Starting materials: C(C)(=O)NC1=CC=C(C=C1)O (4-acetamidophenol), C(C=O)(=O)O (glyoxylic acid), [OH-].[Na+] (sodium hydroxide), C(CNCC(=O)O)NCC(=O)O (ethylenediaminediacetic acid). The solvent is CO (methanol), O (water). Run at time 2 hour. The product is C(=O)(O)CN(CCNC(C(=O)O)C1=C(C=CC(=C1)NC(C)=O)O)CC(=O)O (2-[(2-{[BIS(CARBOXYMETHYL)]-AMINO}ETHYL)AMINO]-2-(5-ACETAMIDO-2-HYDROXYPHENYL)-ETHANOIC ACID). Isolated yield 37.0%. As a reaction SMILES: [C:1]([NH:4][C:5]1[CH:10]=[CH:9][C:8]([OH:11])=[CH:7][CH:6]=1)(=[O:3])[CH3:2].[C:12]([OH:16])(=[O:15])[CH:13]=O.[CH2:17]([NH:24][CH2:25][C:26]([OH:28])=[O:27])[CH2:18][NH:19][CH2:20][C:21]([OH:23])=[O:22].[OH-].[Na+]>CO.O>[C:26]([CH2:25][N:24]([CH2:13][C:12]([OH:16])=[O:15])[CH2:17][CH2:18][NH:19][CH:20]([C:9]1[CH:10]=[C:5]([NH:4][C:1](=[O:3])[CH3:2])[CH:6]=[CH:7][C:8]=1[OH:11])[C:21]([OH:23])=[O:22])([OH:28])=[O:27] |f:3.4|. Procedure: Deionized water (10.3 g), 98% 4-acetamidophenol (15.1 g 0.1 mole), 50% aqueous glyoxylic acid (14.8 g, 0.1 mole), and methanol (50.5 g) were added to a beaker and mixed using a magnetic stirrer bar. Unsymmetrical ethylenediaminediacetic acid (19.5 g), prepared by the procedure of Example A, was added and the mix cooled in an ice-water bath. The pH of the mix was adjusted, while stirring, to approximately 8.0 with 50% sodium hydroxide solution. The temperature of the mix was maintained at less th...